This data is from the Open Reaction Database (ORD), a public repository of structured organic reaction records. The task is: describe an organic reaction: reactants, conditions, products, and yield Starting materials: [BH3-]C#N, COC(=O)C(C)N, CO, CC(=O)[O-], O=Cc1ccccc1, [Na+], [Na+]. Yields the product COC(=O)C(C)NCc1ccccc1. RXN SMILES: [C:21]([BH3-:22])#[N:23].[CH3:1][O:2][C:3]([CH:4]([NH2:5])[CH3:6])=[O:7].[CH3:25][OH:26].[CH3:9][C:10](=[O:11])[O-:12].[CH:13](=[O:14])[c:15]1[cH:16][cH:17][cH:18][cH:19][cH:20]1.[Na+:24].[Na+:8]>>[CH3:1][O:2][C:3]([CH:4]([NH:5][CH2:13][c:15]1[cH:16][cH:17][cH:18][cH:19][cH:20]1)[CH3:6])=[O:7]. Reactants: CCO, CCOC(=O)C1COCCN1CC#CCN1CCN(C(=O)c2cc(C(F)(F)F)cc(C(F)(F)F)c2)C(Cc2ccc(C)c(C)c2)C1, [Na+], [OH-]. Yields the product Cc1ccc(CC2CN(CC#CCN3CCOCC3C(=O)O)CCN2C(=O)c2cc(C(F)(F)F)cc(C(F)(F)F)c2)cc1C. As a reaction SMILES: [CH3:49][CH2:50][OH:51].[F:1][C:2]([c:3]1[cH:4][c:5]([C:6](=[O:7])[N:8]2[CH:9]([CH2:29][c:30]3[cH:31][c:32]([CH3:37])[c:33]([CH3:36])[cH:34][cH:35]3)[CH2:10][N:11]([CH2:14][C:15]#[C:16][CH2:17][N:18]3[CH:19]([C:24](=[O:25])[O:26][CH2:27][CH3:28])[CH2:20][O:21][CH2:22][CH2:23]3)[CH2:12][CH2:13]2)[cH:38][c:39]([C:41]([F:42])([F:43])[F:44])[cH:40]1)([F:45])[F:46].[Na+:48].[OH-:47]>>[F:1][C:2]([c:3]1[cH:4][c:5]([C:6](=[O:7])[N:8]2[CH:9]([CH2:29][c:30]3[cH:31][c:32]([CH3:37])[c:33]([CH3:36])[cH:34][cH:35]3)[CH2:10][N:11]([CH2:14][C:15]#[C:16][CH2:17][N:18]3[CH:19]([C:24](=[O:25])[OH:26])[CH2:20][O:21][CH2:22][CH2:23]3)[CH2:12][CH2:13]2)[cH:38][c:39]([C:41]([F:42])([F:43])[F:44])[cH:40]1)([F:45])[F:46]. RXN SMILES: [C:21](=[O:22])([O-:23])[O-:24].[CH3:1][O:2][c:3]1[n:4][cH:5][c:6]([B:11]([OH:12])[OH:13])[c:7]([O:9][CH3:10])[n:8]1.[I:14][c:15]1[n:16][n:17][cH:18][cH:19][cH:20]1.[Na+:25].[Na+:26].[O-:47][C:48]([CH3:49])=[O:50].[O-:51][C:52]([CH3:53])=[O:54].[Pd+2:46].[c:27]1([P:28]([c:29]2[cH:30][cH:31][cH:32][cH:33][cH:34]2)[c:35]2[cH:36][cH:37][cH:38][cH:39][cH:40]2)[cH:41][cH:42][cH:43][cH:44][cH:45]1>>[CH3:1][O:2][c:3]1[n:4][cH:5][c:6](-[c:15]2[n:16][n:17][cH:18][cH:19][cH:20]2)[c:7]([O:9][CH3:10])[n:8]1. Reactants: O=C([O-])[O-], COc1ncc(B(O)O)c(OC)n1, Ic1cccnn1, [Na+], [Na+], CC(=O)[O-], CC(=O)[O-], [Pd+2], c1ccc(P(c2ccccc2)c2ccccc2)cc1. Yields the product COc1ncc(-c2cccnn2)c(OC)n1. The reactants are C1(=CC=CC=C1)CC(=O)O (phenylacetic acid), C(=O)(N1C=NC=C1)N1C=NC=C1 (carbonyldiimidazole), O (water), C1(=CC=CC=C1)C(N)=NO (benzene amidoxime). The solvent is CN(C)C=O (DMF). Conditions: time 20 minute. Product: C(C1=CC=CC=C1)C1=NC(=NO1)C1=CC=CC=C1 (5-benzyl-3-phenyl-1,2,4-oxadiazole). The yield is 56.5%. As a reaction SMILES: [C:1]1([CH2:7][C:8]([OH:10])=O)[CH:6]=[CH:5][CH:4]=[CH:3][CH:2]=1.C(N1C=CN=C1)(N1C=CN=C1)=O.[C:23]1([C:29](=[N:31]O)[NH2:30])[CH:28]=[CH:27][CH:26]=[CH:25][CH:24]=1.O>CN(C=O)C>[CH2:7]([C:8]1[O:10][N:31]=[C:29]([C:23]2[CH:28]=[CH:27][CH:26]=[CH:25][CH:24]=2)[N:30]=1)[C:1]1[CH:2]=[CH:3][CH:4]=[CH:5][CH:6]=1. Reported procedure: To a solution of phenylacetic acid (2.04 g) in 50 mL of DMF was added carbonyldiimidazole (2.7 g). The mixture was stirred for 20 min and then benzene amidoxime (2.04 g) was added. The resulting mixture was stirred for 20 min at r.t. and 18 h at 75 ° C. After cooling, the reaction mixture was poured in to 50 mL of water and extracted with 2×50 mL of 1:1 hexane/EtOAc. The extract was dried over MgSO4 and filtered. The filtrate was concentrated and the residue was purified by silica gel chromatogr... The reactants are Cl.C1(=CC=CC=C1)N(C(=O)C1=CC2=C(N(C(=N2)CC2=CC=C(C(=N)N)C=C2)C)C=C1)CC(=O)OCC (4-[(5-(N-phenyl-N-ethoxycarbonylmethyl-aminocarbonyl)-1-methyl-1H-benzimidazol-2-yl)-methyl]-benzamidine-hydrochloride), [OH-].[Na+] (sodium hydroxide). The solvent is C(C)O.O (ethanol water). The product is Cl.C1(=CC=CC=C1)N(C(=O)C1=CC2=C(N(C(=N2)CC2=CC=C(C(=N)N)C=C2)C)C=C1)CC(=O)O (4-[(5-(N-phenyl-N-carboxymethyl-aminocarbonyl)-1-methyl-1H-benzimidazol-2-yl)-methyl]-benzamidine-hydrochloride). RXN SMILES: [ClH:1].[C:2]1([N:8]([CH2:31][C:32]([O:34]CC)=[O:33])[C:9]([C:11]2[CH:30]=[CH:29][C:14]3[N:15]([CH3:28])[C:16]([CH2:18][C:19]4[CH:27]=[CH:26][C:22]([C:23]([NH2:25])=[NH:24])=[CH:21][CH:20]=4)=[N:17][C:13]=3[CH:12]=2)=[O:10])[CH:7]=[CH:6][CH:5]=[CH:4][CH:3]=1.[OH-].[Na+]>C(O)C.O>[ClH:1].[C:2]1([N:8]([CH2:31][C:32]([OH:34])=[O:33])[C:9]([C:11]2[CH:30]=[CH:29][C:14]3[N:15]([CH3:28])[C:16]([CH2:18][C:19]4[CH:27]=[CH:26][C:22]([C:23]([NH2:25])=[NH:24])=[CH:21][CH:20]=4)=[N:17][C:13]=3[CH:12]=2)=[O:10])[CH:3]=[CH:4][CH:5]=[CH:6][CH:7]=1 |f:0.1,2.3,4.5,6.7|. Procedure details: Prepared analogously to Example 13 from 4-[(5-(N-phenyl-N-ethoxycarbonylmethyl-aminocarbonyl)-1-methyl-1H-benzimidazol-2-yl)-methyl]-benzamidine-hydrochloride and sodium hydroxide in ethanol/water. Product: CC(C)Cc1ccc(C(C)C(=O)Cl)cc1. Reactants: CC(C)Cc1ccc(C(C)C(=O)O)cc1, ClCCl, O=C(Cl)C(=O)Cl. RXN SMILES: [CH2:1]([CH:2]([CH3:3])[CH3:4])[c:5]1[cH:6][cH:7][c:8]([CH:11]([C:12](=[O:13])[OH:14])[CH3:15])[cH:9][cH:10]1.[CH2:22]([Cl:23])[Cl:24].[Cl:16][C:17]([C:18]([Cl:19])=[O:20])=[O:21]>>[CH2:1]([CH:2]([CH3:3])[CH3:4])[c:5]1[cH:6][cH:7][c:8]([CH:11]([C:12](=[O:13])[Cl:16])[CH3:15])[cH:9][cH:10]1. The reactants are C(C)(=O)OC[C@H](C)N1C(C2CC2C1=O)=O ((2S)-2-(2,4-dioxo-3-azabicyclo[3.1.0]hexan-3-yl)propyl acetate), [H-].[H-].[H-].[H-].[Li+].[Al+3] (LiAlH4), [O-]S(=O)(=O)[O-].[Na+].[Na+] (Na2SO4). The solvent is C(C)OCC (diethyl ether), C(C)OCC (diethyl ether), C(C)OCC (diethyl ether), C(C)OCC (diethyl ether). Run at time 9 hour. The product is C12CN(CC2C1)[C@H](CO)C ((2S)-2-(3-azabicyclo[3.1.0]hexan-3-yl)propan-1-ol). Yield: 67.7%. As a reaction SMILES: C([O:4][CH2:5][C@@H:6]([N:8]1[C:13](=O)[CH:12]2[CH:10]([CH2:11]2)[C:9]1=O)[CH3:7])(=O)C.[H-].[H-].[H-].[H-].[Li+].[Al+3].[O-]S([O-])(=O)=O.[Na+].[Na+]>C(OCC)C>[CH:10]12[CH2:11][CH:12]1[CH2:13][N:8]([C@@H:6]([CH3:7])[CH2:5][OH:4])[CH2:9]2 |f:1.2.3.4.5.6,7.8.9|. Procedure details: A solution of (2S)-2-(2,4-dioxo-3-azabicyclo[3.1.0]hexan-3-yl)propyl acetate (485 mg, 2.3 mmol) and anhydrous diethyl ether (3 mL) was added over 5 min to a suspension of LiAlH4 (262 mg, 6.9 mmol) and anhydrous diethyl ether (20 mL) at rt under N2 (water bath used to control exotherm). After ˜9 h, anhydrous diethyl ether (10 mL) was added. After 24 h, Na2SO4*10H2O was added one crystal at a time until the bubbling ceased. The mixture was diluted with diethyl ether (50 mL) and filtered through Ce...